This data is from the Open Reaction Database (ORD), a public repository of structured organic reaction records. The task is: describe an organic reaction: reactants, conditions, products, and yield The solvent is ClC1=C(C=CC=C1)Cl (1,2-dichlorobenzene). RXN SMILES: [CH3:1][O:2][C:3]1[CH:4]=[C:5]2[C:9](=[CH:10][CH:11]=1)[N:8]=[C:7]([CH3:12])[C:6]2([CH3:14])[CH3:13].[I:15][CH2:16][CH3:17]>ClC1C=CC=CC=1Cl>[I-:15].[CH2:16]([N+:8]1[C:9]2[C:5](=[CH:4][C:3]([O:2][CH3:1])=[CH:11][CH:10]=2)[C:6]([CH3:14])([CH3:13])[C:7]=1[CH3:12])[CH3:17] |f:3.4|. Reported procedure: To 5-methoxy-2,3,3-trimethyl-3H-indole (1.9 g) was added iodoethane (5 ml) and 1,2-dichlorobenzene (10 ml). The mixture was heated to 80° C. for 4 hours after which time the mixture was allowed to cool and the precipitate removed by filtration and washed sequentially with dichlorobenzene and diethyl ether. Drying in a vacuum oven gave the product (3 g). Reaction conditions: temperature 80 celsius. The product is [I-].C(C)[N+]1=C(C(C2=CC(=CC=C12)OC)(C)C)C (1-ethyl-5-methoxy-2,3,3-trimethyl-3H-indolium iodide). The reactants are COC=1C=C2C(C(=NC2=CC1)C)(C)C (5-methoxy-2,3,3-trimethyl-3H-indole), ICC (iodoethane). The reactants are C1CCOC1, CO, Cc1nn(C(c2ccccc2)(c2ccccc2)c2ccccc2)cc1-c1ccc(C2(c3ccc(Cl)cc3)CCNCC2)cc1, Cl. Yields the product Cc1n[nH]cc1-c1ccc(C2(c3ccc(Cl)cc3)CCNCC2)cc1. RXN SMILES: [CH2:46]1[O:47][CH2:48][CH2:49][CH2:50]1.[CH3:51][OH:52].[Cl:1][c:2]1[cH:3][cH:4][c:5]([C:8]2([c:14]3[cH:15][cH:16][c:17](-[c:20]4[c:21]([CH3:44])[n:22][n:23]([C:25]([c:26]5[cH:27][cH:28][cH:29][cH:30][cH:31]5)([c:32]5[cH:33][cH:34][cH:35][cH:36][cH:37]5)[c:38]5[cH:39][cH:40][cH:41][cH:42][cH:43]5)[cH:24]4)[cH:18][cH:19]3)[CH2:9][CH2:10][NH:11][CH2:12][CH2:13]2)[cH:6][cH:7]1.[ClH:45]>>[Cl:1][c:2]1[cH:3][cH:4][c:5]([C:8]2([c:14]3[cH:15][cH:16][c:17](-[c:20]4[c:21]([CH3:44])[n:22][nH:23][cH:24]4)[cH:18][cH:19]3)[CH2:9][CH2:10][NH:11][CH2:12][CH2:13]2)[cH:6][cH:7]1. Starting materials: C(CC)SC1(CC1)C(=O)C=CC1=C(C=C(C=C1)Cl)Cl (2,4-dichlorophenyl-ethenyl 1-propylmercaptocyclopropyl ketone), [OH-].[K+] (potassium hydroxide), CSC (dimethyl sulphide), CSC (dimethyl sulphide), S(=O)(=O)(OC)OC (dimethyl sulphate), OO (hydrogen peroxide). Run in C(C)(C)(C)O (tert.-butanol), C(C)(C)(C)O (tert.-butanol). Reaction conditions: time 14 hour. Yields the product ClC1=C(C=CC(=C1)Cl)C=CC1(OC1)C1(CC1)SCCC (2-(2,4-dichlorophenylethenyl)-2-(1-propylmercaptocyclopropyl)-oxirane). Yield: 89.2%. RXN SMILES: CSC.S([O:9][CH3:10])(OC)(=O)=O.[CH2:11]([S:14][C:15]1([C:18]([CH:20]=[CH:21][C:22]2[CH:27]=[CH:26][C:25]([Cl:28])=[CH:24][C:23]=2[Cl:29])=O)[CH2:17][CH2:16]1)[CH2:12][CH3:13].[OH-].[K+].OO>C(O)(C)(C)C>[Cl:29][C:23]1[CH:24]=[C:25]([Cl:28])[CH:26]=[CH:27][C:22]=1[CH:21]=[CH:20][C:18]1([C:15]2([S:14][CH2:11][CH2:12][CH3:13])[CH2:16][CH2:17]2)[CH2:10][O:9]1 |f:3.4|. Procedure: 30 ml (0.41 mol) of dimethyl sulphide and 43.5 g (0.35 mol) of dimethyl sulphate are added to 60 ml of tert.-butanol and allowed to stand at room temperature for 14 hours. A solution of 40 g (0.13 mol) of 2,4-dichlorophenyl-ethenyl 1-propylmercaptocyclopropyl ketone in 120 ml of tert.-butanol is initially added dropwise to the reaction mixture with stirring and then 39.1 g of potassium hydroxide powder is introduced, the temperature of the reaction mixture being held at 20° to 30° C. The mixture... Starting materials: C(CCCCCC)C1=NC(=NC=C1)C1=CC=C(C(=O)N)C=C1 (4-(4-n-heptylpyrimid-2-yl)benzoic acid amide), C(CCl)Cl (ethylene chloride), P(=O)(Cl)(Cl)Cl (phosphorus oxychloride). Run in CCOCC (ether). The product is C(CCCCCC)C=1C=NC(=NC1)C1=CC=C(C=C1)C#N (5-n-heptyl-2-(4-cyanophenyl)-pyrimidine). As a reaction SMILES: C([C:8]1[CH:13]=[CH:12][N:11]=[C:10]([C:14]2[CH:22]=[CH:21][C:17]([C:18]([NH2:20])=O)=[CH:16][CH:15]=2)[N:9]=1)CCCCCC.[CH2:23](Cl)[CH2:24]Cl.P(Cl)(Cl)(Cl)=O>CCOCC>[CH2:16]([C:13]1[CH:12]=[N:11][C:10]([C:14]2[CH:15]=[CH:16][C:17]([C:18]#[N:20])=[CH:21][CH:22]=2)=[N:9][CH:8]=1)[CH2:15][CH2:14][CH2:22][CH2:21][CH2:23][CH3:24]. Reported procedure: 1.9 g. of 4-(4-n-heptylpyrimid-2-yl)benzoic acid amide are left for 80 minutes under reflux in a mixture of 40 ml. of ethylene chloride and 0.63 ml. of phosphorus oxychloride, with stirring. The reaction mixture, diluted with ether, is washed with 2N sodium hydroxide solution and then with water until neutral. After evaporation of the organic phase, drying over sodium sulfate, 1.9 g. of 5-n-heptyl-2-(4-cyanophenyl)-pyrimidine result, which are distilled in a high vacuum, having a m.p. of 44.2°-4... The reactants are CC=1C(=NOC1C(F)(F)F)C1=CC=C(S1)C(=O)O (5-(4-Methyl-5-trifluoromethyl-isoxazol-3-yl)-thiophene-2-carboxylic acid), ClC1=C(N)C=CC=C1 (2-chloroaniline). Yields the product ClC1=C(C=CC=C1)NC(=O)C=1SC(=CC1)C1=NOC(=C1C)C(F)(F)F (5-(4-Methyl-5-trifluoromethyl-isoxazol-3-yl)-thiophene-2-carboxylic acid (2-chloro-phenyl)-amide). Isolated yield 43.0%. As a reaction SMILES: [CH3:1][C:2]1[C:3]([C:11]2[S:15][C:14]([C:16]([OH:18])=O)=[CH:13][CH:12]=2)=[N:4][O:5][C:6]=1[C:7]([F:10])([F:9])[F:8].[Cl:19][C:20]1[CH:26]=[CH:25][CH:24]=[CH:23][C:21]=1[NH2:22]>>[Cl:19][C:20]1[CH:26]=[CH:25][CH:24]=[CH:23][C:21]=1[NH:22][C:16]([C:14]1[S:15][C:11]([C:3]2[C:2]([CH3:1])=[C:6]([C:7]([F:8])([F:9])[F:10])[O:5][N:4]=2)=[CH:12][CH:13]=1)=[O:18]. Procedure: Prepared from 5-(4-Methyl-5-trifluoromethyl-isoxazol-3-yl)-thiophene-2-carboxylic acid and 2-chloroaniline by the method described in Example 2 Method B. The reaction mixture was evaporated in vacuo, triturated and filtered with the aid of water, then washed with an aqueous 1 N hydrochloric acid solution followed by water. The crude solid was then chromatographed on silica gel with EtOAc/hexanes (10 then 15%) as eluant to afford product as a colorless solid (42 mg, 43%). 1H NMR (CDCl3) 2.39 (d, ... The reactants are CCO, NCc1ccc(Cl)cc1, C#CCSc1nc(Cl)cc(Cl)n1, [Na+], [Na+], O=C([O-])[O-]. Product: C#CCSc1nc(Cl)cc(NCc2ccc(Cl)cc2)n1. As a reaction SMILES: [CH3:28][CH2:29][OH:30].[Cl:13][c:14]1[cH:15][cH:16][c:17]([CH2:18][NH2:19])[cH:20][cH:21]1.[Cl:1][c:2]1[n:3][c:4]([S:9][CH2:10][C:11]#[CH:12])[n:5][c:6]([Cl:8])[cH:7]1.[Na+:22].[Na+:23].[O-:24][C:25](=[O:26])[O-:27]>>[c:2]1([NH:19][CH2:18][c:17]2[cH:16][cH:15][c:14]([Cl:13])[cH:21][cH:20]2)[n:3][c:4]([S:9][CH2:10][C:11]#[CH:12])[n:5][c:6]([Cl:8])[cH:7]1. The reactants are C(=C\CCCC)/C1=CN=C2N1N=C(C=C2)NCCCNC(OC(C)(C)C)=O ((E)-tert-Butyl 3-(3-(hex-1-enyl)imidazo[1,2-b]pyridazin-6-ylamino)propylcarbamate). Solvent: C(=O)(C(F)(F)F)O (TFA). Product: C(=C\CCCC)/C1=CN=C2N1N=C(C=C2)NCCCN ((E)-N1-(3-(Hex-1-enyl)imidazo[1,2-b]pyridazin-6-yl)propane-1,3-diamine). Isolated yield 29.0%. Reaction SMILES: [CH:1](/[C:7]1[N:11]2[N:12]=[C:13]([NH:16][CH2:17][CH2:18][CH2:19][NH:20]C(=O)OC(C)(C)C)[CH:14]=[CH:15][C:10]2=[N:9][CH:8]=1)=[CH:2]\[CH2:3][CH2:4][CH2:5][CH3:6]>C(O)(C(F)(F)F)=O>[CH:1](/[C:7]1[N:11]2[N:12]=[C:13]([NH:16][CH2:17][CH2:18][CH2:19][NH2:20])[CH:14]=[CH:15][C:10]2=[N:9][CH:8]=1)=[CH:2]\[CH2:3][CH2:4][CH2:5][CH3:6]. Reported procedure: The product from step B was stirred in TFA (3 mL) for 3 h. The reaction mixture was concentrated and partitioned between ethyl acetate and saturated sodium carbonate solution and the organic layer removed and concentrated. Purification by column chromatography (12 g ISCO column eluting with methylene chloride and methanol/ammonia mixture (10:1); gradient 100% methylene chloride to 70% methylene chloride over 30 min at 25 mL/min) provided the title compound (26 mg, 29%) as a yellow solid; 1H NMR ... Starting materials: CCCCCCCCCCBr, Sc1ccc(Br)cc1, CO, C[O-], [Na+], [Na]. Product: CCCCCCCCCCSc1ccc(Br)cc1. Reaction SMILES: [Br:13][CH2:14][CH2:15][CH2:16][CH2:17][CH2:18][CH2:19][CH2:20][CH2:21][CH2:22][CH3:23].[Br:1][c:2]1[cH:3][cH:4][c:5]([SH:8])[cH:6][cH:7]1.[CH3:24][OH:25].[CH3:9][O-:10].[Na+:11].[Na:12]>>[Br:1][c:2]1[cH:3][cH:4][c:5]([S:8][CH2:14][CH2:15][CH2:16][CH2:17][CH2:18][CH2:19][CH2:20][CH2:21][CH2:22][CH3:23])[cH:6][cH:7]1. The reactants are ClC=1C=C(C=C(C1OC1=CC(=C(C=C1)OC)N)Cl)N1N=CC(NC1=O)=O (2-[3,5-dichloro-4-(3-amino-4-methoxy-phenoxy)-phenyl]-2H-[1,2,4]triazine-3,5-dione), FC1=CC=C(C=C1)S(=O)(=O)Cl (4-fluorobenzenesulfonyl chloride), O (water). The solvent is N1=CC=CC=C1 (pyridine). Conditions: time 1 hour. Yields the product ClC1=C(OC=2C=CC(=C(C2)NS(=O)(=O)C2=CC=C(C=C2)F)OC)C(=CC(=C1)N1N=CC(NC1=O)=O)Cl (N-{5-[2,6-Dichloro-4-(3,5-dioxo-4,5-dihydro-3H-[1,2,4]triazin-2-yl)-phenoxy]-2-methoxy-phenyl}-4-fluoro-benzenesulfonamide). As a reaction SMILES: [Cl:1][C:2]1[CH:3]=[C:4]([N:19]2[C:24](=[O:25])[NH:23][C:22](=[O:26])[CH:21]=[N:20]2)[CH:5]=[C:6]([Cl:18])[C:7]=1[O:8][C:9]1[CH:14]=[CH:13][C:12]([O:15][CH3:16])=[C:11]([NH2:17])[CH:10]=1.[F:27][C:28]1[CH:33]=[CH:32][C:31]([S:34](Cl)(=[O:36])=[O:35])=[CH:30][CH:29]=1.O>N1C=CC=CC=1>[Cl:18][C:6]1[CH:5]=[C:4]([N:19]2[C:24](=[O:25])[NH:23][C:22](=[O:26])[CH:21]=[N:20]2)[CH:3]=[C:2]([Cl:1])[C:7]=1[O:8][C:9]1[CH:14]=[CH:13][C:12]([O:15][CH3:16])=[C:11]([NH:17][S:34]([C:31]2[CH:32]=[CH:33][C:28]([F:27])=[CH:29][CH:30]=2)(=[O:36])=[O:35])[CH:10]=1. Reported procedure: To a stirred solution of 2-[3,5-dichloro-4-(3-amino-4-methoxy-phenoxy)-phenyl]-2H-[1,2,4]triazine-3,5-dione (100 mg) in pyridine (1 mL) was added 4-fluorobenzenesulfonyl chloride (59 mg) and the resulting solution was allowed to stir at room temperature for 1 h. The reaction solution was poured over water, extracted with ethyl acetate, the organic layer washed with 1N hydrochloric acid, water, brine, dried (Na2SO4), concentrated in vacuo and flash chromatographed on silica gel (40% acetone/hexan...